Dataset: the Open Reaction Database (ORD), a public repository of structured organic reaction records. Task: describe an organic reaction: reactants, conditions, products, and yield The reactants are Brc1ccc2cnc(Nc3ccc(N4CCOCC4)cc3)nn12, [C-]#N, [C-]#N, CN(C)C=O, [Cu]I, [Zn+2], c1ccc(P(c2ccccc2)(c2ccccc2)[Pd](P(c2ccccc2)(c2ccccc2)c2ccccc2)(P(c2ccccc2)(c2ccccc2)c2ccccc2)P(c2ccccc2)(c2ccccc2)c2ccccc2)cc1. Yields the product N#Cc1ccc2cnc(Nc3ccc(N4CCOCC4)cc3)nn12. Reaction SMILES: [Br:1][c:2]1[cH:3][cH:4][c:5]2[cH:6][n:7][c:8]([NH:11][c:12]3[cH:13][cH:14][c:15]([N:18]4[CH2:19][CH2:20][O:21][CH2:22][CH2:23]4)[cH:16][cH:17]3)[n:9][n:10]12.[C-:29]#[N:30].[C-:32]#[N:33].[CH3:24][N:25]([CH3:26])[CH:27]=[O:28].[Cu:34][I:35].[Zn+2:31].[cH:36]1[cH:37][cH:38][c:39]([P:40]([Pd:41]([P:42]([c:43]2[cH:44][cH:45][cH:46][cH:47][cH:48]2)([c:49]2[cH:50][cH:51][cH:52][cH:53][cH:54]2)[c:55]2[cH:56][cH:57][cH:58][cH:59][cH:60]2)([P:61]([c:62]2[cH:63][cH:64][cH:65][cH:66][cH:67]2)([c:68]2[cH:69][cH:70][cH:71][cH:72][cH:73]2)[c:74]2[cH:75][cH:76][cH:77][cH:78][cH:79]2)[P:80]([c:81]2[cH:82][cH:83][cH:84][cH:85][cH:86]2)([c:87]2[cH:88][cH:89][cH:90][cH:91][cH:92]2)[c:93]2[cH:94][cH:95][cH:96][cH:97][cH:98]2)([c:99]2[cH:100][cH:101][cH:102][cH:103][cH:104]2)[c:105]2[cH:106][cH:107][cH:108][cH:109][cH:110]2)[cH:111][cH:112]1>>[c:2]1([C:24]#[N:25])[cH:3][cH:4][c:5]2[cH:6][n:7][c:8]([NH:11][c:12]3[cH:13][cH:14][c:15]([N:18]4[CH2:19][CH2:20][O:21][CH2:22][CH2:23]4)[cH:16][cH:17]3)[n:9][n:10]12. The product is FC1=CC=C2C(=CNC2=C1)C1CCNCC1 (4-(6-Fluoroindol-3-yl)piperidine). Reagents/catalysts: [Pt]=O (platinum oxide). The reactants are FC1=CC=C2C(=CNC2=C1)C1=CCNCC1 (4-(6-fluoroindol-3-yl)-1,2,5,6-tetrahydropyridine). Reported procedure: A mixture of platinum oxide (1.0 g) in ethanol (37.5 ml) and glacial acetic acid (12.5 ml) was treated under nitrogen with 4-(6-fluoroindol-3-yl)-1,2,5,6-tetrahydropyridine (20 g, 92.6 mmol) in ethanol (187.5 ml) and glacial acetic acid (62.5 ml). The nitrogen was evacuated and hydrogen was admitted. The reaction mixture was then hydrogenated at 60 psi until the reaction was complete by tlc. The catalyst was removed by filtration and the solvent evaporated in vacuo to give a yellow solid which a... Run in C(C)O (ethanol), C(C)(=O)O (acetic acid), C(C)O (ethanol), C(C)(=O)O (acetic acid). As a reaction SMILES: [F:1][C:2]1[CH:10]=[C:9]2[C:5]([C:6]([C:11]3[CH2:16][CH2:15][NH:14][CH2:13][CH:12]=3)=[CH:7][NH:8]2)=[CH:4][CH:3]=1>C(O)C.C(O)(=O)C.[Pt]=O>[F:1][C:2]1[CH:10]=[C:9]2[C:5]([C:6]([CH:11]3[CH2:16][CH2:15][NH:14][CH2:13][CH2:12]3)=[CH:7][NH:8]2)=[CH:4][CH:3]=1. Reaction conditions: temperature 130 celsius. As a reaction SMILES: [Br:1][C:2]1[CH:3]=[N:4][NH:5][CH:6]=1.Br[CH:8]1[CH2:11][O:10][CH2:9]1.C(=O)([O-])[O-].[Cs+].[Cs+]>CN(C)C=O>[Br:1][C:2]1[CH:3]=[N:4][N:5]([CH:8]2[CH2:11][O:10][CH2:9]2)[CH:6]=1 |f:2.3.4|. The product is BrC=1C=NN(C1)C1COC1 (4-Bromo-1-(oxetan-3-yl)-1H-pyrazole). Reactants: BrC1COC1 (3-Bromooxetane), C([O-])([O-])=O.[Cs+].[Cs+] (caesium carbonate), BrC=1C=NNC1 (4-Bromo-1H-pyrazole). Procedure details: 4-Bromo-1H-pyrazole (1.53 g, 10.7 mmol) is dissolved in anhydrous dimethylformamide (15 mL). 3-Bromooxetane (2.0 g, 14.6 mmol) and caesium carbonate (4.7 g, 14 mmol) are successively added thereto. The reaction mixture is heated for 8 hours at 130° C. in a sealed flask. At the end of the reaction, the solvent is evaporated off in vacuo and the residue is purified by chromatography over silica gel using dichloromethane containing diethylamine and methanol as eluants to yield the expected compound... Solvent: CN(C=O)C (dimethylformamide). The reactants are C(C)OC(\C=C(/C1=CC=CC=C1)\C1=CC=C(C=C1)C#CCN(C)C)=O ((E)-3-[4-(3-dimethylamino-prop-1-ynyl)-phenyl]-3-phenyl-acrylic acid ethyl ester), [Cl-].[NH4+] (ammoniumchloride), ClCCl (dichloromethane), solution, [H-].C(C(C)C)[Al+]CC(C)C (diisobutylaluminum hydride). Solvent: O1CCCC1 (tetrahydrofuran), O1CCCC1 (tetrahydrofuran). Reaction conditions: time 4 hour. Product: CN(CC#CC1=CC=C(C=C1)/C(=C/CO)/C1=CC=CC=C1)C ((E)-3-[4-(3-dimethylamino-prop-1-ynyl)-phenyl]-3-phenylprop-2-en-1-ol). Reaction SMILES: [H-].C([Al+]CC(C)C)C(C)C.C([O:13][C:14](=O)/[CH:15]=[C:16](/[C:23]1[CH:28]=[CH:27][C:26]([C:29]#[C:30][CH2:31][N:32]([CH3:34])[CH3:33])=[CH:25][CH:24]=1)\[C:17]1[CH:22]=[CH:21][CH:20]=[CH:19][CH:18]=1)C.[Cl-].[NH4+].ClCCl>O1CCCC1>[CH3:34][N:32]([CH3:33])[CH2:31][C:30]#[C:29][C:26]1[CH:27]=[CH:28][C:23](/[C:16](/[C:17]2[CH:18]=[CH:19][CH:20]=[CH:21][CH:22]=2)=[CH:15]/[CH2:14][OH:13])=[CH:24][CH:25]=1 |f:0.1,3.4|. Procedure details: A 1 M solution of diisobutylaluminum hydride in tetrahydrofuran (6 ml) was added drop wise to a cooled (0° C.) solution of the above ester (0.600 g; 1.80 mmol) in dry tetrahydrofuran (50 ml). The reaction stirred at the temperature for 4 hours and then added saturated ammoniumchloride (30 ml). After stirring 30 min dichloromethane (150 ml) and hyflo super cell medium (15 g) were added. The mixture was stirred at ambient temperature 2 hours, filtered and evaporated in vacuo. The crude product was...